Dataset: the Open Reaction Database (ORD), a public repository of structured organic reaction records. Task: describe an organic reaction: reactants, conditions, products, and yield Starting materials: C[O-].[Na+] (sodium methoxide), Cl (HCl), CC1=CC=CC2=C1C(N(S2(=O)=O)CC(=O)[O-])=O (methyl-2,3-dihydro-3-oxo-1,2-benzisothiazoline-2-acetate 1,1-dioxide). The solvent is CN(C)C=O (DMF), O (water), CN(C)C=O (DMF). Run at temperature 10 celsius, time 30 minute. The product is OC1=C(NS(C2=C1C=CC=C2)(=O)=O)C(=O)OC (Methyl 4-Hydroxy-2H-1,2-Benzothiazine-3-Carboxylate 1,1-Dioxide). As a reaction SMILES: C[C:2]1[C:7]2[C:8](=[O:17])[N:9]([CH2:13][C:14]([O-:16])=[O:15])[S:10](=[O:12])(=[O:11])[C:6]=2[CH:5]=[CH:4][CH:3]=1.[CH3:18][O-].[Na+].Cl>CN(C=O)C.O>[OH:17][C:8]1[C:7]2[CH:2]=[CH:3][CH:4]=[CH:5][C:6]=2[S:10](=[O:12])(=[O:11])[NH:9][C:13]=1[C:14]([O:16][CH3:18])=[O:15] |f:1.2|. Procedure details: In a nitrogen atmosphere, a solution of 30 grams (0.117 moles) of methyl-2,3-dihydro-3-oxo-1,2-benzisothiazoline-2-acetate 1,1-dioxide in 50 ml DMF is added, with stirring, to a suspension of 18.9 grams (0.351 moles) of sodium methoxide in 100 ml DMF over a period of about 5 minutes and the internal temperature is maintained at 15°-30°C. by means of an ice bath. The stirring acidification continued for 30 minutes at about 30°C. after the completion of the addition. With external cooling, a solut... Starting materials: BrC1(C(NC2=CC(=CC(=C12)C(F)(F)F)I)=O)Br (3,3-dibromo-4-trifluoromethyl-6-iodooxindole), O (H2O), Br (HBr). Solvent: CO (MeOH). Yields the product FC(C1=C2C(C(NC2=CC(=C1)I)=O)=O)(F)F (4-Trifluoromethyl-6-iodoisatin). As a reaction SMILES: Br[C:2]1(Br)[C:10]2[C:5](=[CH:6][C:7]([I:15])=[CH:8][C:9]=2[C:11]([F:14])([F:13])[F:12])[NH:4][C:3]1=[O:16].[OH2:18].Br>CO>[F:12][C:11]([F:14])([F:13])[C:9]1[CH:8]=[C:7]([I:15])[CH:6]=[C:5]2[C:10]=1[C:2](=[O:18])[C:3](=[O:16])[NH:4]2. Procedure: The crude 3,3-dibromo-4-trifluoromethyl-6-iodooxindole (35.11 g) prepared above was dissolved in MeOH (1200 mL) and H2O (300 mL) was added. The resulting mixture was heated at reflux for 3 hours and then aqueous 48% HBr (10 mL) was added. The solution was then heated at reflux for 27 hours. The MeOH solvent was removed in vacuo to give a brown/yellow solid. The solid was isolated by filtration, washing the collected solid with copious amounts of H2O. The solid was then dried overnight in a vacuu... Starting materials: COC(CC1=C(NC2=NC=CC=C21)C)=O ((2-methyl-1H-pyrrolo[2,3-b]pyridin-3-yl)-acetic acid methyl ester), CCN(CC)P1(=NC(C)(C)C)N(CCCN1C)C (BEMP), BrC(C)C1=CC=C(C=C1)S(=O)(=O)C (1-(1-bromo-ethyl)-4-methanesulfonyl-benzene), [I-].[Na+] (sodium iodide). The solvent is CN(C)C=O (DMF), C(C)(=O)OCC.CCOCC (ethyl acetate ether), O (water). Run at time 35 minute. Product: COC(CC1=C(N(C2=NC=CC=C21)C(C)C2=CC=C(C=C2)S(=O)(=O)C)C)=O ({1-[1-(4-Methanesulfonyl-phenyl)-ethyl]-2-methyl-1H-pyrrolo[2,3-b]pyridin-3-yl}-acetic acid methyl ester). RXN SMILES: [CH3:1][O:2][C:3](=[O:15])[CH2:4][C:5]1[C:13]2[C:8](=[N:9][CH:10]=[CH:11][CH:12]=2)[NH:7][C:6]=1[CH3:14].CCN(P1(N(C)CCCN1C)=NC(C)(C)C)CC.Br[CH:35]([C:37]1[CH:42]=[CH:41][C:40]([S:43]([CH3:46])(=[O:45])=[O:44])=[CH:39][CH:38]=1)[CH3:36].[I-].[Na+]>CN(C=O)C.C(OCC)(=O)C.CCOCC.O>[CH3:1][O:2][C:3](=[O:15])[CH2:4][C:5]1[C:13]2[C:8](=[N:9][CH:10]=[CH:11][CH:12]=2)[N:7]([CH:35]([C:37]2[CH:38]=[CH:39][C:40]([S:43]([CH3:46])(=[O:44])=[O:45])=[CH:41][CH:42]=2)[CH3:36])[C:6]=1[CH3:14] |f:3.4,6.7|. Procedure: A solution of (2-methyl-1H-pyrrolo[2,3-b]pyridin-3-yl)-acetic acid methyl ester ((2.37 g, 11.12 mmol) in dry DMF (38 ml) at room temperature is treated with BEMP (4.39 ml, 15.19 mmol) dropwise. The reaction mixture is stirred at room temperature for 35 minutes and then 1-(1-bromo-ethyl)-4-methanesulfonyl-benzene (4.00 g, 15.18 mmol) and sodium iodide (12.29 g, 15.28 mmol) is added. After stirring at 60° C. for 1 hour, the reaction mixture is allowed to cool to room temperature and then diluted w... Product: COc1ccc(-c2nc(C)sc2Br)cc1. As a reaction SMILES: [Br:1][c:2]1[c:3](-[c:9]2[cH:10][cH:11][c:12]([O:15][CH3:16])[cH:13][cH:14]2)[n:4][c:5]([CH2:7][Br:8])[s:6]1.[Cl:37][C:38]([Cl:39])([Cl:40])[Cl:41].[N:25]#[C:26][C:27]([N:28]=[N:29][C:30]([C:31]#[N:32])([CH3:33])[CH3:34])([CH3:35])[CH3:36].[O:17]=[C:18]1[N:19]([Br:20])[C:21](=[O:22])[CH2:23][CH2:24]1>>[Br:1][c:2]1[c:3](-[c:9]2[cH:10][cH:11][c:12]([O:15][CH3:16])[cH:13][cH:14]2)[n:4][c:5]([CH3:7])[s:6]1. The reactants are COc1ccc(-c2nc(CBr)sc2Br)cc1, ClC(Cl)(Cl)Cl, CC(C)(C#N)N=NC(C)(C)C#N, O=C1CCC(=O)N1Br. Starting materials: NC1=NC=2C=CC3=C(C2C(N1)=O)C=C(C=C3)NS(=O)(=O)C3=CC=C(C(=O)N[C@@H](CCC(=O)OCC)C(=O)OCC)C=C3 (diethyl N-(4-(((3-amino-1,2-dihydro-1-oxobenzo[f]quinazolin-9-yl)amino)sulfonyl)benzoyl)-L-glutamate), Cl (HCl). Run in [OH-].[Na+] (NaOH). Conditions: temperature 50 celsius. Yields the product NC1=NC=2C=CC3=C(C2C(N1)=O)C=C(C=C3)NS(=O)(=O)C3=CC=C(C(=O)N[C@@H](CCC(=O)O)C(=O)O)C=C3 (N-(4-(((3-amino-1,2-dihydro-1-oxobenzo[f]quinazolin-9-yl)-amino)sulfonyl)benzoyl)-L-glutamic acid). As a reaction SMILES: [NH2:1][C:2]1[NH:11][C:10](=[O:12])[C:9]2[C:8]3[CH:13]=[C:14]([NH:17][S:18]([C:21]4[CH:42]=[CH:41][C:24]([C:25]([NH:27][C@H:28]([C:36]([O:38]CC)=[O:37])[CH2:29][CH2:30][C:31]([O:33]CC)=[O:32])=[O:26])=[CH:23][CH:22]=4)(=[O:20])=[O:19])[CH:15]=[CH:16][C:7]=3[CH:6]=[CH:5][C:4]=2[N:3]=1.Cl>[OH-].[Na+]>[NH2:1][C:2]1[NH:11][C:10](=[O:12])[C:9]2[C:8]3[CH:13]=[C:14]([NH:17][S:18]([C:21]4[CH:22]=[CH:23][C:24]([C:25]([NH:27][C@H:28]([C:36]([OH:38])=[O:37])[CH2:29][CH2:30][C:31]([OH:33])=[O:32])=[O:26])=[CH:41][CH:42]=4)(=[O:20])=[O:19])[CH:15]=[CH:16][C:7]=3[CH:6]=[CH:5][C:4]=2[N:3]=1 |f:2.3|. Reported procedure: A solution of diethyl N-(4-(((3-amino-1,2-dihydro-1-oxobenzo[f]quinazolin-9-yl)amino)sulfonyl)benzoyl)-L-glutamate (0.175 g, 0.3 mmoles) in 1 N NaOH (12 ml) was stirred and heated to 50° C. under a nitrogen atmosphere for 24 hrs. After cooling,the solution was acidified (pH 3) with concentrated HCl to cause precipitation of the product which was filtered, washed with water and dried to give N-(4-(((3-amino-1,2-dihydro-1-oxobenzo[f]quinazolin-9-yl)-amino)sulfonyl)benzoyl)-L-glutamic acid as an of... The reactants are C(N)(=O)C1=CN=C2N(C1=O)CCC2 (3-carbamoyl-4-oxo-4,6,7,8-tetrahydro-pyrrolo[1,2-a]pyrimidine), S(=O)(=O)(OC)OC (dimethyl sulphate). The solvent is C(CCC)O (n-butanol). Conditions: temperature 100 celsius, time 3 hour. Yields the product COS(=O)(=O)[O-].C(N)(=O)C1=C[N+](=C2N(C1=O)CCC2)C (3-carbamoyl-1-methyl-4-oxo-4,6,7,8-tetrahydro-pyrrolo[1,2-a]pyrimidinium methyl sulphate). As a reaction SMILES: [C:1]([C:4]1[C:9](=[O:10])[N:8]2[CH2:11][CH2:12][CH2:13][C:7]2=[N:6][CH:5]=1)(=[O:3])[NH2:2].[S:14]([O:19]C)([O:17][CH3:18])(=[O:16])=[O:15]>C(O)CCC>[CH3:18][O:17][S:14]([O-:19])(=[O:16])=[O:15].[C:1]([C:4]1[C:9](=[O:10])[N:8]2[CH2:11][CH2:12][CH2:13][C:7]2=[N+:6]([CH3:18])[CH:5]=1)(=[O:3])[NH2:2] |f:3.4|. Procedure details: To a solution of 5.37 g. of 3-carbamoyl-4-oxo-4,6,7,8-tetrahydro-pyrrolo[1,2-a]pyrimidine in 540 ml. of n-butanol 3.78 g. of dimethyl sulphate are added and the reaction mixture is stirred for 3 hours at 100° C. whereafter the solvent is distilled off. The residue is triturated with acetone and the obtained crystals are filtered. 3.7 g. (51%) highly hygroscopic 3-carbamoyl-1-methyl-4-oxo-4,6,7,8-tetrahydro-pyrrolo[1,2-a]pyrimidinium methyl sulphate are obtained melting at 190° C. under decomposi...